describe an organic reaction: reactants, conditions, products, and yield From a dataset of the Open Reaction Database (ORD), a public repository of structured organic reaction records. Reactants: CCOCC (ether), ClC=1C=CC(=C(C1)C(F)(F)F)[N+](=O)[O-] (5-chloro-2-nitrobenzotrifluoride), [OH-].[Na+] (sodium hydroxide), C(C)S (ethanethiol), ClC=1C=CC(=C(C1)C(F)(F)F)[N+](=O)[O-] (5-chloro-2-nitrobenzotrifluoride). Reagents/catalysts: [Cl-].C(C1=CC=CC=C1)[N+](CC)(CC)CC (benzyltriethylammonium chloride). Solvent: O (water), C(Cl)Cl (methylene chloride). Reaction conditions: time 17 hour. Product: [N+](=O)([O-])C1=C(C=C(C=C1)SCC)C(F)(F)F (2-nitro-5-ethylthiobenzotrifluoride). Reaction SMILES: Cl[C:2]1[CH:3]=[CH:4][C:5]([N+:12]([O-:14])=[O:13])=[C:6]([C:8]([F:11])([F:10])[F:9])[CH:7]=1.[OH-].[Na+].[CH2:17]([SH:19])[CH3:18].CCOCC>[Cl-].C([N+](CC)(CC)CC)C1C=CC=CC=1.C(Cl)Cl.O>[N+:12]([C:5]1[CH:4]=[CH:3][C:2]([S:19][CH2:17][CH3:18])=[CH:7][C:6]=1[C:8]([F:11])([F:10])[F:9])([O-:14])=[O:13] |f:1.2,5.6|. Procedure details: A solution of 5-chloro-2-nitrobenzotrifluoride (150 g., 0.67 mole) and benzyltriethylammonium chloride (15 g., 0.067 mole) phase transfer catalyst in methylene chloride (1500 ml) is added to a cold (0°-5° C.) stirred solution of sodium hydroxide (53.2 g., 1.33 moles) and ethanethiol (97.47 g., 1.57 moles) in water (1200 ml) over a 1.5-2 hour period. The reaction mixture is allowed to come to room temperature and is stirred for 17 hours. Thin layer chromatography on silica gel with 10 percent eth... Reaction SMILES: [CH:1]1[CH:7]=[CH:6][N:5]([O-:8])[C:3](=[S:4])[CH:2]=1.[Na+].[C:10](Cl)(=[O:14])[C:11]([CH3:13])=[CH2:12].[OH-:16].[Na+]>O>[CH:1]1[CH:7]=[CH:6][N+:5]([O-:8])=[C:3]([SH:4])[CH:2]=1.[C:10]([O-:14])(=[O:16])[C:11]([CH3:13])=[CH2:12] |f:0.1,3.4,6.7|. The reactants are C1=CC(=S)N(C=C1)[O-].[Na+] (sodium pyrithione), C(C(=C)C)(=O)Cl (methacryloyl chloride), acid chloride, [OH-].[Na+] (sodium hydroxide). Reaction conditions: time 1 hour. Procedure details: A 2-liter beaker was charged with 158.8 g of 40% aqueous sodium pyrithione (0.5 mole) and 200 ml of water. A dropping funnel was charged with 90.4 ml of methacryloyl chloride (0.75 mole). The 2-liter beaker was cooled to +5° C. with an ice/water bath. The acid chloride was added dropwise over 90 minutes. During addition the temperature of the solution was maintained between +5° C. and +9° C. After addition was completed the solution was stirred at +6° to +7° C. for 1 hour. A solution of 20 g sod... Solvent: O (water), O (water). Product: C=1C=C[N+](=C(C1)S)[O-].C(C(=C)C)(=O)[O-] (Pyrithione Methacrylate). Yield: 65.2%. The reactants are [Al+3], C1CCOC1, O=C(O)c1cccnc1Cl, [H-], [H-], [H-], [H-], [Li+]. Product: OCc1cccnc1Cl. As a reaction SMILES: [Al+3:12].[CH2:17]1[O:18][CH2:19][CH2:20][CH2:21]1.[Cl:1][c:2]1[c:3]([C:4](=[O:5])[OH:6])[cH:7][cH:8][cH:9][n:10]1.[H-:11].[H-:14].[H-:15].[H-:16].[Li+:13]>>[Cl:1][c:2]1[c:3]([CH2:4][OH:5])[cH:7][cH:8][cH:9][n:10]1. Reactants: ClC1=C(COC=2C=C3C=C(N(C3=CC2)CCCC#N)C(=O)N2CCOCC2)C(=CC=C1)Cl (4-[5-(2,6-dichlorobenzyloxy)-2-(1-morpholin-4-yl-methanoyl)indol-1-yl]butyronitrile), N(=[N+]=[N-])[Si](C)(C)C (azidotrimethylsilane), C(CCC)[Sn](CCCC)=O (dibutyltin oxide). Solvent: C1(=CC=CC=C1)C (toluene). Yields the product ClC1=C(COC=2C=C3C=C(N(C3=CC2)CCCC2=NN=NN2)C(=O)N2CCOCC2)C(=CC=C1)Cl (1-{5-(2,6-Dichlorobenzyloxy)-1-[3-(1H-tetrazol-5-yl)propyl]-1H-indol-2-yl}-1-morpholin-4-yl-methanone). The yield is 79.8%. Reaction SMILES: [Cl:1][C:2]1[CH:31]=[CH:30][CH:29]=[C:28]([Cl:32])[C:3]=1[CH2:4][O:5][C:6]1[CH:7]=[C:8]2[C:12](=[CH:13][CH:14]=1)[N:11]([CH2:15][CH2:16][CH2:17][C:18]#[N:19])[C:10]([C:20]([N:22]1[CH2:27][CH2:26][O:25][CH2:24][CH2:23]1)=[O:21])=[CH:9]2.[N:33]([Si](C)(C)C)=[N+:34]=[N-:35].C([Sn](=O)CCCC)CCC>C1(C)C=CC=CC=1>[Cl:32][C:28]1[CH:29]=[CH:30][CH:31]=[C:2]([Cl:1])[C:3]=1[CH2:4][O:5][C:6]1[CH:7]=[C:8]2[C:12](=[CH:13][CH:14]=1)[N:11]([CH2:15][CH2:16][CH2:17][C:18]1[NH:35][N:34]=[N:33][N:19]=1)[C:10]([C:20]([N:22]1[CH2:23][CH2:24][O:25][CH2:26][CH2:27]1)=[O:21])=[CH:9]2. Reported procedure: To a solution of 4-[5-(2,6-dichlorobenzyloxy)-2-(1-morpholin-4-yl-methanoyl)indol-1-yl]butyronitrile (0.085 g, 0.18 mmol) in toluene (10 mL) was added azidotrimethylsilane (0.071 mL, 0.54 mmol) and dibutyltin oxide (0.014 g, 0.054 mmol). The reaction mixture was heated to reflux and stirred under argon at reflux temperature for 40 h. The solution was then cooled and the toluene removed under reduced pressure. Methanol was then added and removed under reduced pressure. Ethyl acetate was added and... Starting materials: CCOCC, CCC(C)=O, C[Si](C)(C)Cl, Cl, CN(C)C1(c2ccccc2)CCC(C=CCc2c[nH]c3ccccc23)CC1. Yields the product Cl, CN(C)C1(c2ccccc2)CCC(C=CCc2c[nH]c3ccccc23)CC1. Reaction SMILES: [CH3:33][CH2:34][O:35][CH2:36][CH3:37].[CH3:39][C:40](=[O:41])[CH2:42][CH3:43].[Cl:28][Si:29]([CH3:30])([CH3:31])[CH3:32].[ClH:38].[nH:1]1[cH:2][c:3]([CH2:10][CH:11]=[CH:12][CH:13]2[CH2:14][CH2:15][C:16]([c:19]3[cH:20][cH:21][cH:22][cH:23][cH:24]3)([N:25]([CH3:26])[CH3:27])[CH2:17][CH2:18]2)[c:4]2[cH:5][cH:6][cH:7][cH:8][c:9]12>>[ClH:28].[nH:1]1[cH:2][c:3]([CH2:10][CH:11]=[CH:12][CH:13]2[CH2:14][CH2:15][C:16]([c:19]3[cH:20][cH:21][cH:22][cH:23][cH:24]3)([N:25]([CH3:26])[CH3:27])[CH2:17][CH2:18]2)[c:4]2[cH:5][cH:6][cH:7][cH:8][c:9]12.